Dataset: the Open Reaction Database (ORD), a public repository of structured organic reaction records. Task: describe an organic reaction: reactants, conditions, products, and yield Reactants: CCN(C(C)C)C(C)C, Clc1ccc(N2CCNCC2)cc1, O=CCCc1cc(-c2ccccc2)n(-c2ccccc2)n1. Yields the product Clc1ccc(N2CCN(CCCc3cc(-c4ccccc4)n(-c4ccccc4)n3)CC2)cc1. As a reaction SMILES: [CH:35]([N:36]([CH2:37][CH3:38])[CH:39]([CH3:40])[CH3:41])([CH3:42])[CH3:43].[Cl:22][c:23]1[cH:24][cH:25][c:26]([N:29]2[CH2:30][CH2:31][NH:32][CH2:33][CH2:34]2)[cH:27][cH:28]1.[c:1]1(-[n:7]2[n:8][c:9]([CH2:18][CH2:19][CH:20]=[O:21])[cH:10][c:11]2-[c:12]2[cH:13][cH:14][cH:15][cH:16][cH:17]2)[cH:2][cH:3][cH:4][cH:5][cH:6]1>>[c:1]1(-[n:7]2[n:8][c:9]([CH2:18][CH2:19][CH2:20][N:32]3[CH2:31][CH2:30][N:29]([c:26]4[cH:25][cH:24][c:23]([Cl:22])[cH:28][cH:27]4)[CH2:34][CH2:33]3)[cH:10][c:11]2-[c:12]2[cH:13][cH:14][cH:15][cH:16][cH:17]2)[cH:2][cH:3][cH:4][cH:5][cH:6]1. Reactants: NO.Cl (NH2OH.HCl), C(#N)C1=C2C=CN(C2=CC=C1)CCC(=O)OCC (Ethyl 3-(4-cyano-1H-indol-1-yl)propanoate), NO.Cl (NH2OH.HCl), C(=O)([O-])[O-].[Na+].[Na+] (Na2CO3). The solvent is CCO (EtOH). Reaction conditions: temperature 50 celsius, time 8 hour. Product: ONC(C1=C2C=CN(C2=CC=C1)CCC(=O)OCC)=N (Ethyl 3-{4-[(hydroxyamino)(imino)methyl]-1H-indol-1-yl}propanoate). The yield is 103.9%. RXN SMILES: [C:1]([C:3]1[CH:11]=[CH:10][CH:9]=[C:8]2[C:4]=1[CH:5]=[CH:6][N:7]2[CH2:12][CH2:13][C:14]([O:16][CH2:17][CH3:18])=[O:15])#[N:2].[NH2:19][OH:20].Cl.C([O-])([O-])=O.[Na+].[Na+]>CCO>[OH:20][NH:19][C:1](=[NH:2])[C:3]1[CH:11]=[CH:10][CH:9]=[C:8]2[C:4]=1[CH:5]=[CH:6][N:7]2[CH2:12][CH2:13][C:14]([O:16][CH2:17][CH3:18])=[O:15] |f:1.2,3.4.5|. Procedure details: Ethyl 3-(4-cyano-1H-indol-1-yl)propanoate (D54) (3.44 g), NH2OH.HCl (1.97 g) and Na2CO3 (5.96 g) were dissolved in EtOH (75 ml). This mixture was heated at 50° C. overnight. A further portion of NH2OH.HCl (985 mg) was added and the mixture stirred at 70° C. overnight. The reaction mixture was then filtered and evaporated to give the title compound (4.06 g). MS (ES): C14H17N3O3 requires 275; found 276 (MH+) Reactants: N(=O)[O-].[Na+] (NaNO2), ice water, [OH-].[Na+] (NaOH), Cuprous bromide, NC1=C(C(=O)O)C(=CC=C1)C (2-amino-6-methylbenzoic acid), Br (HBr). Run in O (H2O), O (H2O). Run at time 2 hour. Product: CC1=CC=CC=2OC3=C(OC(C21)=O)C=CC=C3 (1-Methyl-dibenzo[b,e][1,4]dioxepin-11-one). Isolated yield 65.0%. Reaction SMILES: N[C:2]1[CH:10]=[CH:9][CH:8]=[C:7]([CH3:11])[C:3]=1[C:4]([OH:6])=[O:5].Br.N([O-])=O.[Na+].[OH-:17].[Na+]>O>[CH3:11][C:7]1[C:3]2[C:4](=[O:5])[O:6][C:3]3[CH:7]=[CH:8][CH:9]=[CH:10][C:2]=3[O:17][C:2]=2[CH:10]=[CH:9][CH:8]=1 |f:2.3,4.5|. Procedure: Cuprous bromide was added in one portion to a hot solution (90° C.) of 2-amino-6-methylbenzoic acid (10 g, 66 mmol) and HBr (26 mL, 40%) in H2O (160 ml). This was followed by the dropwise addition of a solution of NaNO2 (13.7 g, 198 mmol) in H2O (40 ml) over a period of 25 min. The reaction mixture was maintained at same temperature for 1 h and then was heated under reflux for another 0.5 h before it was cooled to room temperature and stirred for 2 h. Upon completion, the reaction mixture was ca...